This data is from the Open Reaction Database (ORD), a public repository of structured organic reaction records. The task is: describe an organic reaction: reactants, conditions, products, and yield Procedure: 46.1 g. of biphenyl in 400 ml. of absolute ether are added at about -33° C. while stirring to 600 ml. of dry, condensed ammonia. 4.2 g. of lithium wire (about 2 cm long pieces, de-greased with cyclohexane) are then added at about -50° C. within 15 minutes. The mixture is held at boiling temperature for 2 hours. It is then cooled to about -70° C. and 15.8 g. of racemic 2-chloro-N,N,1-trimethylethylamine hydrochloride are added portionwise over a period of 10 minutes. The mixture is again warmed t... Reaction conditions: temperature -70 celsius. Run in C(Cl)Cl.CO (methylene chloride methanol), CCOCC (ether). Starting materials: C1(=CC=CC=C1)C1=CC=CC=C1 (biphenyl), [Cl-].[NH4+] (ammonium chloride), [Li] (lithium), Cl.ClCC(C)N(C)C (racemic 2-chloro-N,N,1-trimethylethylamine hydrochloride). Yields the product CC(CC1(C=CCC=C1)C1=CC=CC=C1)N(C)C (α,N,N-trimethyl-1-phenyl-2,5-cyclohexadien-1-ethylamine). RXN SMILES: [C:1]1([C:7]2[CH:12]=[CH:11][CH:10]=[CH:9][CH:8]=2)[CH:6]=[CH:5][CH:4]=[CH:3][CH:2]=1.[Li].Cl.Cl[CH2:16][CH:17]([N:19]([CH3:21])[CH3:20])[CH3:18].[Cl-].[NH4+]>C(Cl)Cl.CO.CCOCC>[CH3:16][CH:17]([N:19]([CH3:21])[CH3:20])[CH2:18][C:1]1([C:7]2[CH:8]=[CH:9][CH:10]=[CH:11][CH:12]=2)[CH:6]=[CH:5][CH2:4][CH:3]=[CH:2]1 |f:2.3,4.5,6.7,^1:12|. The reactants are [BH4-], Cc1nccc2c(N=CC(O)(CC(C)(C)c3cc(F)cc4c3OCC4)C(F)(F)F)cccc12, Cc1nccc2c(N)cccc12, [Na+]. The product is Cc1nccc2c(NCC(O)(CC(C)(C)c3cc(F)cc4c3OCC4)C(F)(F)F)cccc12. Reaction SMILES: [BH4-:46].[F:13][c:14]1[cH:15][c:16]([C:23]([CH2:24][C:25]([CH:26]=[N:27][c:28]2[c:29]3[cH:30][cH:31][n:32][c:33]([CH3:38])[c:34]3[cH:35][cH:36][cH:37]2)([C:39]([F:40])([F:41])[F:42])[OH:43])([CH3:44])[CH3:45])[c:17]2[c:18]([cH:22]1)[CH2:19][CH2:20][O:21]2.[NH2:1][c:2]1[cH:3][cH:4][cH:5][c:6]2[c:7]1[cH:8][cH:9][n:10][c:11]2[CH3:12].[Na+:47]>>[F:13][c:14]1[cH:15][c:16]([C:23]([CH2:24][C:25]([CH2:26][NH:27][c:28]2[c:29]3[cH:30][cH:31][n:32][c:33]([CH3:38])[c:34]3[cH:35][cH:36][cH:37]2)([C:39]([F:40])([F:41])[F:42])[OH:43])([CH3:44])[CH3:45])[c:17]2[c:18]([cH:22]1)[CH2:19][CH2:20][O:21]2. The reactants are O=C([O-])[O-], CN(C)C=O, O=[N+]([O-])c1ccc(Cl)nc1, [K+], [K+], O, COC(=O)c1cccc(O)c1. The product is COC(=O)c1cccc(Oc2ccc([N+](=O)[O-])cn2)c1. RXN SMILES: [C:22](=[O:23])([O-:24])[O-:25].[CH3:28][N:29]([CH3:30])[CH:31]=[O:32].[Cl:12][c:13]1[n:14][cH:15][c:16]([N+:19](=[O:20])[O-:21])[cH:17][cH:18]1.[K+:26].[K+:27].[OH2:33].[OH:1][c:2]1[cH:3][c:4]([C:5](=[O:6])[O:7][CH3:8])[cH:9][cH:10][cH:11]1>>[O:1]([c:2]1[cH:3][c:4]([C:5](=[O:6])[O:7][CH3:8])[cH:9][cH:10][cH:11]1)[c:13]1[n:14][cH:15][c:16]([N+:19](=[O:20])[O-:21])[cH:17][cH:18]1. Reactants: COCCCCN1CC(O)c2cc(S(=O)(=O)NC(C)(C)C)sc2S1(=O)=O, CC(C)=O. Yields the product COCCCCN1CC(=O)c2cc(S(=O)(=O)NC(C)(C)C)sc2S1(=O)=O. As a reaction SMILES: [CH3:1][C:2]([CH3:3])([CH3:4])[NH:5][S:6](=[O:7])(=[O:8])[c:9]1[cH:10][c:11]2[c:16]([s:17]1)[S:15](=[O:18])(=[O:19])[N:14]([CH2:20][CH2:21][CH2:22][CH2:23][O:24][CH3:25])[CH2:13][CH:12]2[OH:26].[CH3:27][C:28](=[O:29])[CH3:30]>>[CH3:1][C:2]([CH3:3])([CH3:4])[NH:5][S:6](=[O:7])(=[O:8])[c:9]1[cH:10][c:11]2[c:16]([s:17]1)[S:15](=[O:18])(=[O:19])[N:14]([CH2:20][CH2:21][CH2:22][CH2:23][O:24][CH3:25])[CH2:13][C:12]2=[O:26]. Starting materials: ClC1=CC=C(CN2C(C=C(C3=CC=CC=C23)C=O)=O)C=C1 (1-(4-chlorobenzyl)-2-oxo-1,2-dihydroquinolin-4-carboxaldehyde), S1C(NC(C1)=O)=O (2,4-thiazolidinedione). The reagents and catalysts are N1CCCCC1 (piperidine), C(C)(=O)O (acetic acid). Solvent: C1(=CC=CC=C1)C (toluene). Product: ClC1=CC=C(CN2C(C=C(C3=CC=CC=C23)C=C2C(NC(S2)=O)=O)=O)C=C1 (5-[1-(4-chlorobenzyl)-2-oxo-1,2-dihydroquinolin-4-ylmethylidene]thiazolidine-2,4-dione). Isolated yield 50.5%. As a reaction SMILES: [Cl:1][C:2]1[CH:21]=[CH:20][C:5]([CH2:6][N:7]2[C:16]3[C:11](=[CH:12][CH:13]=[CH:14][CH:15]=3)[C:10]([CH:17]=O)=[CH:9][C:8]2=[O:19])=[CH:4][CH:3]=1.[S:22]1[CH2:26][C:25](=[O:27])[NH:24][C:23]1=[O:28]>C1(C)C=CC=CC=1.N1CCCCC1.C(O)(=O)C>[Cl:1][C:2]1[CH:21]=[CH:20][C:5]([CH2:6][N:7]2[C:16]3[C:11](=[CH:12][CH:13]=[CH:14][CH:15]=3)[C:10]([CH:17]=[C:26]3[S:22][C:23](=[O:28])[NH:24][C:25]3=[O:27])=[CH:9][C:8]2=[O:19])=[CH:4][CH:3]=1. Procedure details: 1.50 g of 1-(4-chlorobenzyl)-2-oxo-1,2-dihydroquinolin-4-carboxaldehyde and 0.826 g of 2,4-thiazolidinedione were suspended in 30 ml of toluene. Five drops of piperidine and five drops of acetic acid were added, followed by heating and refluxing for 6 hours. The resultant was allowed to cool to precipitate a solid, and the precipitated solid was collected by filtration and dried, giving 1.01 g (50% yield) of 5-[1-(4-chlorobenzyl)-2-oxo-1,2-dihydroquinolin-4-ylmethylidene]thiazolidine-2,4-dione a... The reactants are CC(Cl)c1cccnc1, COc1cccc(N2CC(C(=O)O)CC2=O)c1. The reagents and catalysts are O=C([O-])[O-].[Cs+].[Cs+] (cesium carbonate), [I-].[K+] (potassium iodide). Solvent: CN(C)C=O (DMF), CN(C)C=O (dmf), CN(C)C=O (DMF). Conditions: temperature 70 celsius, time 16 hour. Product: COc1cccc(N2CC(C(=O)OC(C)c3cccnc3)CC2=O)c1. Reactants: O (water), CC(C)(C)[Si](OC[C@H]([C@H]1CC=C2C=3CC[C@H]4C([C@H](CC[C@]4(C)C3CC[C@]12C)OC(C)OCC)(C)C)C)(C)C ((3β,5α,20S)-21-[[(1,1-dimethylethyl)dimethylsilyl]oxy]-3-[(1-ethoxyethyl)oxy]-4,4,20-trimethylpregna-8,14-diene), solution, [F-].C(CCC)[N+](CCCC)(CCCC)CCCC (tetrabutylammonium fluoride). The solvent is O1CCCC1 (tetrahydrofuran). Yields the product C(C)OC(C)O[C@@H]1C([C@@H]2CCC=3C4=CC[C@H]([C@@H](CO)C)[C@]4(CCC3[C@]2(CC1)C)C)(C)C ((3β,5α,20S)-3-[(1 -ethoxyethyl)oxy]-4,4,20-trimethylpregna-8,14-dien-21-ol). The yield is 99.4%. Reaction SMILES: CC([Si](C)(C)[O:6][CH2:7][C@@H:8]([CH3:36])[C@@H:9]1[C@:26]2([CH3:27])[C:12]([C:13]3[CH2:14][CH2:15][C@@H:16]4[C@:21]([C:23]=3[CH2:24][CH2:25]2)([CH3:22])[CH2:20][CH2:19][C@H:18]([O:28][CH:29]([O:31][CH2:32][CH3:33])[CH3:30])[C:17]4([CH3:35])[CH3:34])=[CH:11][CH2:10]1)(C)C.[F-].C([N+](CCCC)(CCCC)CCCC)CCC.O>O1CCCC1>[CH2:32]([O:31][CH:29]([O:28][C@H:18]1[CH2:19][CH2:20][C@@:21]2([CH3:22])[C@@H:16]([CH2:15][CH2:14][C:13]3[C:12]4[C@:26]([CH3:27])([CH2:25][CH2:24][C:23]=32)[C@@H:9]([C@H:8]([CH3:36])[CH2:7][OH:6])[CH2:10][CH:11]=4)[C:17]1([CH3:35])[CH3:34])[CH3:30])[CH3:33] |f:1.2|. Procedure details: vi)—A solution of (3β,5α,20S)-21-[[(1,1-dimethylethyl)dimethylsilyl]oxy]-3-[(1-ethoxyethyl)oxy]-4,4,20-trimethylpregna-8,14-diene (11.6 g) in a 1 M solution of tetrabutylammonium fluoride in tetrahydrofuran (43 ml) was stirred at 50° C. for 1 h. The reaction mixture was poured into water and the product was extracted into ethyl acetate. The combined organic phases were washed with a saturated aqueous solution of sodium hydrogencarbonate and brine, dried over sodium sulfate, and concentrated unde... Reactants: C1CCOC1, CN(Cc1sc2c(=O)c(C(=O)NCc3ccc(Cl)cc3)cn(C)c2c1CN=[N+]=[N-])CC(O)c1ccccn1, O, c1ccc(P(c2ccccc2)c2ccccc2)cc1. Yields the product CN(Cc1sc2c(=O)c(C(=O)NCc3ccc(Cl)cc3)cn(C)c2c1CN)CC(O)c1ccccn1. Reaction SMILES: [CH2:59]1[O:60][CH2:61][CH2:62][CH2:63]1.[N:1](=[N+:2]=[N-:3])[CH2:4][c:5]1[c:6]([CH2:27][N:28]([CH3:29])[CH2:30][CH:31]([c:32]2[n:33][cH:34][cH:35][cH:36][cH:37]2)[OH:38])[s:7][c:8]2[c:9]1[n:10]([CH3:26])[cH:11][c:12]([C:15](=[O:16])[NH:17][CH2:18][c:19]1[cH:20][cH:21][c:22]([Cl:25])[cH:23][cH:24]1)[c:13]2=[O:14].[OH2:58].[c:39]1([P:40]([c:41]2[cH:42][cH:43][cH:44][cH:45][cH:46]2)[c:47]2[cH:48][cH:49][cH:50][cH:51][cH:52]2)[cH:53][cH:54][cH:55][cH:56][cH:57]1>>[NH2:1][CH2:4][c:5]1[c:6]([CH2:27][N:28]([CH3:29])[CH2:30][CH:31]([c:32]2[n:33][cH:34][cH:35][cH:36][cH:37]2)[OH:38])[s:7][c:8]2[c:9]1[n:10]([CH3:26])[cH:11][c:12]([C:15](=[O:16])[NH:17][CH2:18][c:19]1[cH:20][cH:21][c:22]([Cl:25])[cH:23][cH:24]1)[c:13]2=[O:14].